This data is from the Open Reaction Database (ORD), a public repository of structured organic reaction records. The task is: describe an organic reaction: reactants, conditions, products, and yield Reactants: C(#N)C1=CC=C(C(=O)Cl)C=C1 (4-cyanobenzoyl chloride), NC(C#N)(CN1N=C2C(=N1)C(=CC(=C2Cl)Cl)Cl)C (2-amino-2-methyl-3-(4,5,7-trichloro-2H-benzotriazol-2-yl)-propionitrile), TEA. Solvent: C1CCOC1 (THF), C1CCOC1 (THF). Product: C(#N)C(CN1N=C2C(=N1)C(=CC(=C2Cl)Cl)Cl)(C)NC(C2=CC=C(C=C2)C#N)=O (N-[1-Cyano-1-methyl-2-(4,5,7-trichloro-2H-benzotriazol-2-yl)-ethyl]-4-cyanobenzamide), residue. As a reaction SMILES: [C:1]([C:3]1[CH:11]=[CH:10][C:6]([C:7](Cl)=[O:8])=[CH:5][CH:4]=1)#[N:2].[NH2:12][C:13]([CH3:29])([CH2:16][N:17]1[N:21]=[C:20]2[C:22]([Cl:28])=[CH:23][C:24]([Cl:27])=[C:25]([Cl:26])[C:19]2=[N:18]1)[C:14]#[N:15]>C1COCC1>[C:14]([C:13]([NH:12][C:7](=[O:8])[C:6]1[CH:10]=[CH:11][C:3]([C:1]#[N:2])=[CH:4][CH:5]=1)([CH3:29])[CH2:16][N:17]1[N:21]=[C:20]2[C:22]([Cl:28])=[CH:23][C:24]([Cl:27])=[C:25]([Cl:26])[C:19]2=[N:18]1)#[N:15]. Procedure details: Using a procedure similar to that described in Example 60, except using a solution of 4-cyanobenzoyl chloride (0.16 mmole) in THF and a solution of 2-amino-2-methyl-3-(4,5,7-trichloro-2H-benzotriazol-2-yl)-propionitrile (0.075 mmole, described in Example 39) in THF mixed with TEA (3% v./v.), the title compound was isolated as solid residue (4.2 mg). It was dissolved in DMSO for further biological evaluation and analyzed by LCMS. MS (ES): M/Z [M+H]=433, RT=0.64 min. The reactants are CC#CCN1C2=C(N=C1N3CCC[C@H](C3)N)N(C(=O)N(C2=O)CC=4N=C(C=5C=CC=CC5N4)C)C.C(=O)([O-])[C@@H](O)[C@H](O)C(=O)[O-] (Linagliptin D-(−)-tartrate), [OH-].[Li+] (lithium hydroxide), [OH-].[Na+] (sodium hydroxide), [OH-].[K+] (potassium hydroxide). Run in O (water). Yields the product CC#CCN1C2=C(N=C1N3CCC[C@H](C3)N)N(C(=O)N(C2=O)CC=4N=C(C=5C=CC=CC5N4)C)C (Linagliptin). Reaction SMILES: [CH3:1][C:2]#[C:3][CH2:4][N:5]1[C:9]([N:10]2[CH2:15][C@H:14]([NH2:16])[CH2:13][CH2:12][CH2:11]2)=[N:8][C:7]2[N:17]([CH3:35])[C:18]([N:20]([CH2:23][C:24]3[N:25]=[C:26]([CH3:34])[C:27]4[CH:28]=[CH:29][CH:30]=[CH:31][C:32]=4[N:33]=3)[C:21](=[O:22])[C:6]1=2)=[O:19].C([C@H]([C@@H](C([O-])=O)O)O)([O-])=O.[OH-].[Li+].[OH-].[Na+].[OH-].[K+]>O>[CH3:1][C:2]#[C:3][CH2:4][N:5]1[C:9]([N:10]2[CH2:15][C@H:14]([NH2:16])[CH2:13][CH2:12][CH2:11]2)=[N:8][C:7]2[N:17]([CH3:35])[C:18]([N:20]([CH2:23][C:24]3[N:25]=[C:26]([CH3:34])[C:27]4[CH:28]=[CH:29][CH:30]=[CH:31][C:32]=4[N:33]=3)[C:21](=[O:22])[C:6]1=2)=[O:19] |f:0.1,2.3,4.5,6.7|. Reported procedure: Pure Linagliptin is isolated from Linagliptin-D-(−)-tartrate using water and a suitable base. The Linagliptin-D-(−)-tartrate solution is treated with a suitable base such as lithium hydroxide, sodium hydroxide, potassium hydroxide or the like. The base may be added in the form of a solution having about 1% to about 20% concentration. The resulted solution is treated with a water immiscible organic solvent and the organic layer containing linagliptin is separated and is washed with water and conc... The reactants are C(#N)C1=CC(=C(C=C1)C1NC(N(C(=C1C(=O)OCC=C)C)C1=CC(=CC=C1)C(F)(F)F)=O)S(=O)(=O)CC (Allyl (rac)-4-[4-cyano-2-(ethylsulfonyl)phenyl]-6-methyl-2-oxo-1-[3-(trifluoromethyl)phenyl]-1,2,3,4-tetrahydropyrimidine-5-carboxylate), N1CCOCC1 (morpholine). Reagents/catalysts: C=1C=CC(=CC1)[P](C=2C=CC=CC2)(C=3C=CC=CC3)[Pd]([P](C=4C=CC=CC4)(C=5C=CC=CC5)C=6C=CC=CC6)([P](C=7C=CC=CC7)(C=8C=CC=CC8)C=9C=CC=CC9)[P](C=1C=CC=CC1)(C=1C=CC=CC1)C=1C=CC=CC1 (tetrakis(triphenylphosphine)palladium(0)). The solvent is C1CCOC1 (THF). Run at time 16 hour. The product is C(#N)C1=CC(=C(C=C1)C1NC(N(C(=C1C(=O)O)C)C1=CC(=CC=C1)C(F)(F)F)=O)S(=O)(=O)CC ((rac)-4-[4-Cyano-2-(ethylsulfonyl)phenyl]-6-methyl-2-oxo-1-[3-(trifluoromethyl)phenyl]-1,2,3,4-tetrahydropyrimidine-5-carboxylic acid). As a reaction SMILES: [C:1]([C:3]1[CH:8]=[CH:7][C:6]([CH:9]2[C:14]([C:15]([O:17]CC=C)=[O:16])=[C:13]([CH3:21])[N:12]([C:22]3[CH:27]=[CH:26][CH:25]=[C:24]([C:28]([F:31])([F:30])[F:29])[CH:23]=3)[C:11](=[O:32])[NH:10]2)=[C:5]([S:33]([CH2:36][CH3:37])(=[O:35])=[O:34])[CH:4]=1)#[N:2].N1CCOCC1>C1COCC1.C1C=CC([P]([Pd]([P](C2C=CC=CC=2)(C2C=CC=CC=2)C2C=CC=CC=2)([P](C2C=CC=CC=2)(C2C=CC=CC=2)C2C=CC=CC=2)[P](C2C=CC=CC=2)(C2C=CC=CC=2)C2C=CC=CC=2)(C2C=CC=CC=2)C2C=CC=CC=2)=CC=1>[C:1]([C:3]1[CH:8]=[CH:7][C:6]([CH:9]2[C:14]([C:15]([OH:17])=[O:16])=[C:13]([CH3:21])[N:12]([C:22]3[CH:27]=[CH:26][CH:25]=[C:24]([C:28]([F:30])([F:31])[F:29])[CH:23]=3)[C:11](=[O:32])[NH:10]2)=[C:5]([S:33]([CH2:36][CH3:37])(=[O:34])=[O:35])[CH:4]=1)#[N:2] |^1:52,54,73,92|. Procedure details: The reaction was carried out under argon. Allyl (rac)-4-[4-cyano-2-(ethylsulfonyl)phenyl]-6-methyl-2-oxo-1-[3-(trifluoromethyl)phenyl]-1,2,3,4-tetrahydropyrimidine-5-carboxylate (1300 mg, 2.44 mmol) and morpholine (1.5 eq., 318 mg, 3.66 mmol) were initially charged in dry THF (65 ml) at RT. The reaction mixture was degassed repeatedly (evacuation followed by venting with argon). Under protective gas, tetrakis(triphenylphosphine)palladium(0) (0.05 eq., 141 mg, 0.122 mmol) was added, and the react... Starting materials: Cc1ccccc1, CCO, CN1CCN(c2ccnc(Cl)n2)CC1, [K+], [K+], O=C([O-])[O-], OB(O)c1ccccc1, c1ccc(P(c2ccccc2)(c2ccccc2)[Pd](P(c2ccccc2)(c2ccccc2)c2ccccc2)(P(c2ccccc2)(c2ccccc2)c2ccccc2)P(c2ccccc2)(c2ccccc2)c2ccccc2)cc1. Yields the product CN1CCN(c2ccnc(-c3ccccc3)n2)CC1. RXN SMILES: [CH3:107][c:108]1[cH:109][cH:110][cH:111][cH:112][cH:113]1.[CH3:114][CH2:115][OH:116].[Cl:1][c:2]1[n:3][cH:4][cH:5][c:6]([N:8]2[CH2:9][CH2:10][N:11]([CH3:14])[CH2:12][CH2:13]2)[n:7]1.[K+:24].[K+:25].[O-:26][C:27]([O-:28])=[O:29].[OH:15][B:16]([OH:17])[c:18]1[cH:19][cH:20][cH:21][cH:22][cH:23]1.[cH:30]1[cH:31][cH:32][c:33]([P:34]([Pd:35]([P:36]([c:37]2[cH:38][cH:39][cH:40][cH:41][cH:42]2)([c:43]2[cH:44][cH:45][cH:46][cH:47][cH:48]2)[c:49]2[cH:50][cH:51][cH:52][cH:53][cH:54]2)([P:55]([c:56]2[cH:57][cH:58][cH:59][cH:60][cH:61]2)([c:62]2[cH:63][cH:64][cH:65][cH:66][cH:67]2)[c:68]2[cH:69][cH:70][cH:71][cH:72][cH:73]2)[P:74]([c:75]2[cH:76][cH:77][cH:78][cH:79][cH:80]2)([c:81]2[cH:82][cH:83][cH:84][cH:85][cH:86]2)[c:87]2[cH:88][cH:89][cH:90][cH:91][cH:92]2)([c:93]2[cH:94][cH:95][cH:96][cH:97][cH:98]2)[c:99]2[cH:100][cH:101][cH:102][cH:103][cH:104]2)[cH:105][cH:106]1>>[c:2]1(-[c:18]2[cH:19][cH:20][cH:21][cH:22][cH:23]2)[n:3][cH:4][cH:5][c:6]([N:8]2[CH2:9][CH2:10][N:11]([CH3:14])[CH2:12][CH2:13]2)[n:7]1. Reactants: CO, COc1ccc(Cl)cc1Nc1nc(-c2cccc([N+](=O)[O-])c2)c(C)s1. The product is COc1ccc(Cl)cc1Nc1nc(-c2cccc(N)c2)c(C)s1. Reaction SMILES: [CH3:26][OH:27].[Cl:1][c:2]1[cH:3][cH:4][c:5]([O:24][CH3:25])[c:6]([NH:8][c:9]2[s:10][c:11]([CH3:23])[c:12](-[c:14]3[cH:15][c:16]([N+:20]([O-:21])=[O:22])[cH:17][cH:18][cH:19]3)[n:13]2)[cH:7]1>>[Cl:1][c:2]1[cH:3][cH:4][c:5]([O:24][CH3:25])[c:6]([NH:8][c:9]2[s:10][c:11]([CH3:23])[c:12](-[c:14]3[cH:15][c:16]([NH2:20])[cH:17][cH:18][cH:19]3)[n:13]2)[cH:7]1. Reactants: COC(\C=C\C=1C=C2C(CC3(CCN(CC3)C(=O)OC(C)(C)C)OC2=CC1)=O)=O ((E)-3-{1′-tert-butoxycarbonyl-4-oxo-spiro[chromane-2,4′-piperidine]-6-yl}-acrylic acid methyl ester), COC(\C=C\C=1C=C2C(CC3(CCN(CC3)C(=O)OC(C)(C)C)OC2=CC1)=O)=O ((E)-3-{1′-tert-butoxycarbonyl-4-oxo-spiro[chromane-2,4′-piperidine]-6-yl}-acrylic acid methyl ester), CN1C(=CC2=CC=CC=C12)C=O (N-methyl-indol-2-carbaldehyde), C(C)(=O)O[BH-](OC(C)=O)OC(C)=O.[Na+] (sodium triacetoxyborohydride). Solvent: C(=O)([O-])[O-].[Na+].[Na+] (Na2CO3). Run at time 10 minute. The product is COC(\C=C\C=1C=C2C(CC3(CCN(CC3)CC=3N(C4=CC=CC=C4C3)C)OC2=CC1)=O)=O ((E)-3-{1′-(1-methyl-1H-indol-2-ylmethyl)-4-oxo-spiro[chromane-2,4′-piperidine]-6-yl}-acrylic acid methyl ester). The yield is 80.5%. Reaction SMILES: [CH3:1][O:2][C:3](=[O:29])/[CH:4]=[CH:5]/[C:6]1[CH:7]=[C:8]2[C:25](=[CH:26][CH:27]=1)[O:24][C:11]1([CH2:16][CH2:15][N:14]([C:17](OC(C)(C)C)=O)[CH2:13][CH2:12]1)[CH2:10][C:9]2=[O:28].[CH3:30][N:31]1[C:39]2[C:34](=[CH:35][CH:36]=[CH:37][CH:38]=2)[CH:33]=[C:32]1C=O.C(O[BH-](OC(=O)C)OC(=O)C)(=O)C.[Na+]>C([O-])([O-])=O.[Na+].[Na+]>[CH3:1][O:2][C:3](=[O:29])/[CH:4]=[CH:5]/[C:6]1[CH:7]=[C:8]2[C:25](=[CH:26][CH:27]=1)[O:24][C:11]1([CH2:16][CH2:15][N:14]([CH2:17][C:32]3[N:31]([CH3:30])[C:39]4[C:34]([CH:33]=3)=[CH:35][CH:36]=[CH:37][CH:38]=4)[CH2:13][CH2:12]1)[CH2:10][C:9]2=[O:28] |f:2.3,4.5.6|. Reported procedure: A suspension of (E)-3-{4-oxo-spiro[chromane-2,4′-piperidine]-6-yl}-acrylic acid methyl ester (169 mg, 0.500 mmol, Intermediate 1, hydrochloride salt) in 1 M Na2CO3, was stirred for 10 minutes, then extracted with DCM and treated with N-methyl-indol-2-carbaldehyde (95 mg, 0.60 mmol) and sodium triacetoxyborohydride (159 mg, 0.750 mmol) following the procedure described in Example 55, Step A, giving (E)-3-{1′-(1-methyl-1H-indol-2-ylmethyl)-4-oxo-spiro[chromane-2,4′-piperidine]-6-yl}-acrylic acid m... The reactants are [H][H] (hydrogen), C(C)(=O)OCC (Ethyl acetate), C(C)OC(C(C)(C)OC1=CC(=C(C=C1)[N+](=O)[O-])F)=O (2-(3-fluoro-4-nitro-phenoxy)-2-methyl-propionic acid ethyl ester). Reagents/catalysts: [Pd] (Palladium on carbon). The solvent is C(C)O (ethanol). Product: C(C)OC(C(C)(C)OC1=CC(=C(C=C1)N)F)=O (2-(4-Amino-3-fluoro-phenoxy)-2-methyl-propionic acid ethyl ester). Isolated yield 127.5%. RXN SMILES: [CH2:1]([O:3][C:4](=[O:19])[C:5]([O:8][C:9]1[CH:14]=[CH:13][C:12]([N+:15]([O-])=O)=[C:11]([F:18])[CH:10]=1)([CH3:7])[CH3:6])[CH3:2].[H][H].C(OCC)(=O)C>[Pd].C(O)C>[CH2:1]([O:3][C:4](=[O:19])[C:5]([O:8][C:9]1[CH:14]=[CH:13][C:12]([NH2:15])=[C:11]([F:18])[CH:10]=1)([CH3:7])[CH3:6])[CH3:2]. Procedure details: 10% Palladium on carbon (200 mg) was added to a solution of 2-(3-fluoro-4-nitro-phenoxy)-2-methyl-propionic acid ethyl ester (1.15 g, 4 mmol) in ethanol (20 ml). The suspension was hydrogenated at a hydrogen gas pressure of 1.7 bar for 8 h at ambient temperature. Ethyl acetate was added (100 ml), the solid was filtered off and the filtrate was brought to dryness under reduced pressure to give the title compound (1.23 g, quant.) which was used in the next step without further purification. Starting materials: NC1=CC=C2C(=CN3C(C2=C1)=NC=C(C3=O)C(=O)OCC)C (ethyl 10-amino-7-methyl-4-oxo-4H-pyrimido[2,1-a]isoquinoline-3-carboxylate), CC(C(=O)Cl)C(CC)C (2,3-dimethylpentanoyl chloride). The solvent is N1=CC=CC=C1 (pyridine). Conditions: time 2 hour. The product is CC(C(=O)NC1=CC=C2C(=CN3C(C2=C1)=NC=C(C3=O)C(=O)OCC)C)C(CC)C (ethyl 10-(2,3-dimethylpentanoylamino)-7-methyl-4-oxo-4H-pyrimido[2,1-a]isoquinoline-3-carboxylate). The yield is 93.9%. Reaction SMILES: [NH2:1][C:2]1[CH:11]=[C:10]2[C:5]([C:6]([CH3:22])=[CH:7][N:8]3[C:15](=[O:16])[C:14]([C:17]([O:19][CH2:20][CH3:21])=[O:18])=[CH:13][N:12]=[C:9]32)=[CH:4][CH:3]=1.[CH3:23][CH:24]([CH:28]([CH3:31])[CH2:29][CH3:30])[C:25](Cl)=[O:26]>N1C=CC=CC=1>[CH3:23][CH:24]([CH:28]([CH3:31])[CH2:29][CH3:30])[C:25]([NH:1][C:2]1[CH:11]=[C:10]2[C:5]([C:6]([CH3:22])=[CH:7][N:8]3[C:15](=[O:16])[C:14]([C:17]([O:19][CH2:20][CH3:21])=[O:18])=[CH:13][N:12]=[C:9]32)=[CH:4][CH:3]=1)=[O:26]. Procedure details: To a solution of ethyl 10-amino-7-methyl-4-oxo-4H-pyrimido[2,1-a]isoquinoline-3-carboxylate (1.5 g) in pyridine (110 ml) was added 2,3-dimethylpentanoyl chloride (1.4 g) under ice cooling. After stirring for 2 hours at ambient temperature, the reaction mixture was concentrated in vacuo. The residue in chloroform (100 ml) was washed with water, a cold 1N hydrochloric acid and water in turn and dried over magnesium sulfate. After removal of the solvent, the residue was chromatographed on a silica ... Reactants: C(C)(=O)OCC([C@H]1CC[C@H]2[C@@H]3CC[C@H]4CC(CC[C@]4(C)[C@H]3C(C[C@]12C)=O)=O)=O (21-Acetoxy-5α-pregnane-3,11,20-trione), C([O-])(O)=O.[K+] (potassium bicarbonate). Run in O (water), CO (methanol). Yields the product OCC([C@H]1CC[C@H]2[C@@H]3CC[C@H]4CC(CC[C@]4(C)[C@H]3C(C[C@]12C)=O)=O)=O (21-Hydroxy-5α-pregnane-3,11,20-trione). The yield is 71.0%. As a reaction SMILES: C([O:4][CH2:5][C:6](=[O:28])[C@@H:7]1[C@:24]2([CH3:25])[C@H:10]([C@H:11]3[C@H:21]([C:22](=[O:26])[CH2:23]2)[C@:19]2([CH3:20])[C@H:14]([CH2:15][C:16](=[O:27])[CH2:17][CH2:18]2)[CH2:13][CH2:12]3)[CH2:9][CH2:8]1)(=O)C.C(=O)(O)[O-].[K+]>CO.O>[OH:4][CH2:5][C:6](=[O:28])[C@@H:7]1[C@:24]2([CH3:25])[C@H:10]([C@H:11]3[C@H:21]([C:22](=[O:26])[CH2:23]2)[C@:19]2([CH3:20])[C@H:14]([CH2:15][C:16](=[O:27])[CH2:17][CH2:18]2)[CH2:13][CH2:12]3)[CH2:9][CH2:8]1 |f:1.2|. Procedure: 21-Acetoxy-5α-pregnane-3,11,20-trione (4.85 g.) in hot methanol (200 ml.) was treated with potassium bicarbonate solution (10%; 20 ml.) and the stirred solution was refluxed under nitrogen for 15 minutes. The cooled reaction mixture was diluted with water and the oily precipitate was extracted into methylene chloride. The extract was washed with water, dried over sodium sulphate and evaporated to a foam (4.3 g.) which was triturated with ether to give title compound (3.07 g.) as white crystals, ...